Dataset: the Open Reaction Database (ORD), a public repository of structured organic reaction records. Task: describe an organic reaction: reactants, conditions, products, and yield Reactants: CCCC[N+](CCCC)(CCCC)CCCC, Cc1cccc(C)c1N, COC(=O)C(C)Cl, [I-], [I-], COC(=O)C(C)I, [Na+], [Na+], [Na+], O=C([O-])[O-], O. Product: COC(=O)C(C)Nc1c(C)cccc1C. As a reaction SMILES: [CH2:33]([N+:34]([CH2:35][CH2:36][CH2:37][CH3:38])([CH2:39][CH2:40][CH2:41][CH3:42])[CH2:43][CH2:44][CH2:45][CH3:46])[CH2:47][CH2:48][CH3:49].[CH3:17][c:18]1[cH:19][cH:20][cH:21][c:22]([CH3:23])[c:24]1[NH2:25].[Cl:3][CH:4]([C:5](=[O:6])[O:7][CH3:8])[CH3:9].[I-:2].[I-:32].[I:10][CH:11]([CH3:12])[C:13]([O:14][CH3:15])=[O:16].[Na+:1].[Na+:26].[Na+:27].[O-:28][C:29](=[O:30])[O-:31].[OH2:50]>>[CH:4]([C:5](=[O:6])[O:7][CH3:8])([CH3:9])[NH:25][c:24]1[c:18]([CH3:17])[cH:19][cH:20][cH:21][c:22]1[CH3:23].